From a dataset of the Open Reaction Database (ORD), a public repository of structured organic reaction records. describe an organic reaction: reactants, conditions, products, and yield Reactants: OC1=C(C(=CC(=C1[C@H]1[C@@H](N(CC1)C)CO)OC)OC)C(C)=O ((±)-trans-1-[2-Hydroxy-3-(2-hydroxymethyl-1-methyl-pyrrolidin-3-yl)-4,6-dimethoxy-phenyl]-ethanone), C(#N)C1=CC=C(C(=O)OC)C=C1 (methyl 4-cyanobenzoate), [H-].[Na+] (NaH). Solvent: CN(C)C=O (DMF). Yields the product OC[C@@H]1N(CC[C@H]1C=1C(=CC(=C2C(C=C(OC12)C1=CC=C(C#N)C=C1)=O)OC)OC)C ((±)-trans-4-[8-(2-Hydroxymethyl-1-methyl-pyrrolidin-3-yl)-5,7-dimethoxy-4-oxo-4H-chromen-2-yl]-benzonitrile). RXN SMILES: [OH:1][C:2]1[C:7]([C@@H:8]2[CH2:12][CH2:11][N:10]([CH3:13])[C@H:9]2[CH2:14][OH:15])=[C:6]([O:16][CH3:17])[CH:5]=[C:4]([O:18][CH3:19])[C:3]=1[C:20](=[O:22])[CH3:21].[C:23]([C:25]1[CH:34]=[CH:33][C:28]([C:29](OC)=O)=[CH:27][CH:26]=1)#[N:24].[H-].[Na+]>CN(C=O)C>[OH:15][CH2:14][C@H:9]1[C@H:8]([C:7]2[C:6]([O:16][CH3:17])=[CH:5][C:4]([O:18][CH3:19])=[C:3]3[C:2]=2[O:1][C:29]([C:28]2[CH:33]=[CH:34][C:25]([C:23]#[N:24])=[CH:26][CH:27]=2)=[CH:21][C:20]3=[O:22])[CH2:12][CH2:11][N:10]1[CH3:13] |f:2.3|. Procedure: Compound of example 6 (1.5 g, 4.85 mmol) in dry DMF (15 mL) reacted with methyl 4-cyanobenzoate (2.57 g, 17.2 mmol) in the presence of NaH (50%, 1.2 g, 25 mmol), as described example 16, afforded the title compound. Starting materials: C(C)(C)(C)OC(=O)N1CCC(CC1)=O (1-t-butoxycarbonyl-4-piperidinone), C(C=C)Br (Allyl bromide). Reagents/catalysts: [Cl-].[Cl-].[CH-]1C=CC=C1.[CH-]1C=CC=C1.[Ti+2] (titanocene dichloride), [Zn] (zinc). Run in C1CCOC1 (THF), CCOC(=O)C (EtOAc). Reaction conditions: time 5 hour. Product: C(C)(C)(C)OC(=O)N1CCC(CC1)(O)CC=C (1-(t-Butoxycarbonyl)-4-(prop-2-enyl)-4-hydroxypiperidine). Yield: 45.2%. Reaction SMILES: [C:1]([O:5][C:6]([N:8]1[CH2:13][CH2:12][C:11](=[O:14])[CH2:10][CH2:9]1)=[O:7])([CH3:4])([CH3:3])[CH3:2].[CH2:15](Br)[CH:16]=[CH2:17]>C1COCC1.CCOC(C)=O.[Cl-].[Cl-].[CH-]1C=CC=C1.[CH-]1C=CC=C1.[Ti+2].[Zn]>[C:1]([O:5][C:6]([N:8]1[CH2:9][CH2:10][C:11]([CH2:17][CH:16]=[CH2:15])([OH:14])[CH2:12][CH2:13]1)=[O:7])([CH3:4])([CH3:2])[CH3:3] |f:4.5.6.7.8|. Procedure: A dry round bottom flask was purged with nitrogen and charged with 1-t-butoxycarbonyl-4-piperidinone (20 g, 100 mmol), titanocene dichloride (1.2 g, 5 mmol) and zinc dust (7.8 g, 120 mmol) in 100 mL dry THF. Allyl bromide (11.3 mL, 130 mmol) was added and the mixture was stirred for 5 h at rt. The mixture was diluted with 700 mL EtOAc, washed with 2.0 M HCl (2×200 ML), 100 mL of sat'd NaCl, dried over MgSO4 and concentrated. Flash chromatography (650 g silica, 10/1 CH2Cl2/Et2O eluant) afforded 1... The reactants are CCCNCCC, O=C(O)Cn1c(-c2ccc(F)cc2)nc2cccnc21, C1CCOC1. Product: CCCN(CCC)C(=O)Cn1c(-c2ccc(F)cc2)nc2cccnc21. As a reaction SMILES: [CH2:21]([CH2:22][CH3:23])[NH:24][CH2:25][CH2:26][CH3:27].[F:1][c:2]1[cH:3][cH:4][c:5](-[c:8]2[n:9][c:10]3[c:11]([n:12][cH:13][cH:14][cH:15]3)[n:16]2[CH2:17][C:18](=[O:19])[OH:20])[cH:6][cH:7]1.[O:28]1[CH2:29][CH2:30][CH2:31][CH2:32]1>>[F:1][c:2]1[cH:3][cH:4][c:5](-[c:8]2[n:9][c:10]3[c:11]([n:12][cH:13][cH:14][cH:15]3)[n:16]2[CH2:17][C:18](=[O:20])[N:24]([CH2:21][CH2:22][CH3:23])[CH2:25][CH2:26][CH3:27])[cH:6][cH:7]1.